Dataset: the Open Reaction Database (ORD), a public repository of structured organic reaction records. Task: describe an organic reaction: reactants, conditions, products, and yield Reactants: ClC1=CC=2NC=3N(C(C2C=N1)=O)N=C(C3)C (6-chloro-2-methylpyrazolo[1,5-a]pyrido[4,3-d]pyrimidin-9(4H)-one), ClC1=CC=2N(C=3N(C(C2C=N1)=O)N=C(C3)C)C (6-chloro-2,4-dimethylpyrazolo[1,5-a]pyrido[4,3-d]pyrimidin-9(4H)-one). The product is CC1=NN2C(N(C3=C(C2=O)C=NC=C3)C)=C1 (2,4-dimethylpyrazolo[1,5-a]pyrido[4,3-d]pyrimidin-9(4H)-one). Isolated yield 76.0%. RXN SMILES: ClC1N=CC2C(=O)N3N=C(C)C=C3NC=2C=1.Cl[C:18]1[N:27]=[CH:26][C:25]2[C:24](=[O:28])[N:23]3[N:29]=[C:30]([CH3:32])[CH:31]=[C:22]3[N:21]([CH3:33])[C:20]=2[CH:19]=1>>[CH3:32][C:30]1[CH:31]=[C:22]2[N:21]([CH3:33])[C:20]3[CH:19]=[CH:18][N:27]=[CH:26][C:25]=3[C:24](=[O:28])[N:23]2[N:29]=1. Reported procedure: By substituting for the 6-chloro-2-methylpyrazolo[1,5-a]pyrido[4,3-d]pyrimidin-9(4H)-one in the procedure of Example 4, 6-chloro-2,4-dimethylpyrazolo[1,5-a]pyrido[4,3-d]pyrimidin-9(4H)-one, 2,4-dimethylpyrazolo[1,5-a]pyrido[4,3-d]pyrimidin-9(4H)-one is formed, yield: 76%; m.p. >300° (DMF).